describe an organic reaction: reactants, conditions, products, and yield From a dataset of the Open Reaction Database (ORD), a public repository of structured organic reaction records. Reactants: CN(C)c1ccncc1, OCC1CC1, C(=NC1CCCCC1)=NC1CCCCC1, CC(C)N1CCC(NC(=O)c2nc3c(C(=O)O)cccc3n2CC(=O)Nc2ccc(Cl)cn2)CC1, ClCCl. Product: CC(C)N1CCC(NC(=O)c2nc3c(C(=O)OCC4CC4)cccc3n2CC(=O)Nc2ccc(Cl)cn2)CC1. Reaction SMILES: [CH3:59][N:60]([c:61]1[cH:62][cH:63][n:64][cH:65][cH:66]1)[CH3:67].[CH:36]1([CH2:39][OH:40])[CH2:37][CH2:38]1.[CH:41]1([N:42]=[C:43]=[N:44][CH:45]2[CH2:46][CH2:47][CH2:48][CH2:49][CH2:50]2)[CH2:51][CH2:52][CH2:53][CH2:54][CH2:55]1.[Cl:1][c:2]1[cH:3][cH:4][c:5]([NH:8][C:9](=[O:10])[CH2:11][n:12]2[c:13]([C:24]([NH:25][CH:26]3[CH2:27][CH2:28][N:29]([CH:32]([CH3:33])[CH3:34])[CH2:30][CH2:31]3)=[O:35])[n:14][c:15]3[c:16]2[cH:17][cH:18][cH:19][c:20]3[C:21](=[O:22])[OH:23])[n:6][cH:7]1.[Cl:56][CH2:57][Cl:58]>>[Cl:1][c:2]1[cH:3][cH:4][c:5]([NH:8][C:9](=[O:10])[CH2:11][n:12]2[c:13]([C:24]([NH:25][CH:26]3[CH2:27][CH2:28][N:29]([CH:32]([CH3:33])[CH3:34])[CH2:30][CH2:31]3)=[O:35])[n:14][c:15]3[c:16]2[cH:17][cH:18][cH:19][c:20]3[C:21]([O:22][CH2:39][CH:36]2[CH2:37][CH2:38]2)=[O:23])[n:6][cH:7]1. Starting materials: ON1C(C=2C(C1=O)=CC=CC2)=O (N-Hydroxyphthalimide), C1(CC1)CO (cyclopropyl-methanol). The product is C1(CC1)CON1C(C2=CC=CC=C2C1=O)=O (2-Cyclopropylmethoxy-isoindole-1,3-dione). The yield is 87.0%. Reaction SMILES: [OH:1][N:2]1[C:6](=[O:7])[C:5]2=[CH:8][CH:9]=[CH:10][CH:11]=[C:4]2[C:3]1=[O:12].[CH:13]1([CH2:16]O)[CH2:15][CH2:14]1>>[CH:13]1([CH2:16][O:1][N:2]2[C:3](=[O:12])[C:4]3[C:5](=[CH:8][CH:9]=[CH:10][CH:11]=3)[C:6]2=[O:7])[CH2:15][CH2:14]1. Procedure details: N-Hydroxyphthalimide and cyclopropyl-methanol were reacted as described for compound LIX in Example 27, to afford LXXXVI in 87% yield. 400 MHz 1H NMR (DMSO-d6, ppm) 7.86 (4H, s), 3.97 (2H, d, J=7.4 Hz), 1.22-1.11 (1H, m), 0.61-0.48 (2H, m), 0.34-0.22 (2H, m). Reactants: ClC=1C=C(C=CC1Cl)C(Cl)(Cl)C1=CC(=C(C=C1)Cl)Cl (bis(3,4-dichlorophenyl) dichloromethane), O (water). The product is ClC=1C=C(C(=O)C2=CC(=C(C=C2)Cl)Cl)C=CC1Cl (3,3',4,4'-tetrachlorobenzophenone). Reaction SMILES: [Cl:1][C:2]1[CH:3]=[C:4]([C:9]([C:12]2[CH:17]=[CH:16][C:15]([Cl:18])=[C:14]([Cl:19])[CH:13]=2)(Cl)Cl)[CH:5]=[CH:6][C:7]=1[Cl:8].[OH2:20]>>[Cl:1][C:2]1[CH:3]=[C:4]([CH:5]=[CH:6][C:7]=1[Cl:8])[C:9]([C:12]1[CH:17]=[CH:16][C:15]([Cl:18])=[C:14]([Cl:19])[CH:13]=1)=[O:20]. Reported procedure: reacting said bis(3,4-dichlorophenyl) dichloromethane with water to form 3,3',4,4'-tetrachlorobenzophenone; RXN SMILES: [F:1][C:2]([F:39])([F:38])[C:3]1[CH:4]=[C:5]([N:13]([CH3:37])[C:14]([N:16]([CH3:36])[C@@H:17]2[C@@H:21]([C:22]3[CH:27]=[CH:26][C:25]([F:28])=[CH:24][CH:23]=3)[CH2:20][N:19](C(OC(C)(C)C)=O)[CH2:18]2)=[O:15])[CH:6]=[C:7]([C:9]([F:12])([F:11])[F:10])[CH:8]=1.[ClH:40].CC(O)C>>[ClH:40].[F:12][C:9]([F:10])([F:11])[C:7]1[CH:6]=[C:5]([N:13]([CH3:37])[C:14]([N:16]([C@@H:17]2[C@@H:21]([C:22]3[CH:23]=[CH:24][C:25]([F:28])=[CH:26][CH:27]=3)[CH2:20][NH:19][CH2:18]2)[CH3:36])=[O:15])[CH:4]=[C:3]([C:2]([F:39])([F:1])[F:38])[CH:8]=1 |f:1.2,3.4|. Product: Cl.FC(C=1C=C(C=C(C1)C(F)(F)F)N(C(=O)N(C)[C@H]1CNC[C@@H]1C1=CC=C(C=C1)F)C)(F)F (1-[3,5-bis(trifluoromethyl)phenyl]-3-[(3R,4S)-4-(4-fluorophenyl)pyrrolidin-3-yl]-1,3-dimethylurea monohydrochloride). Starting materials: FC(C=1C=C(C=C(C1)C(F)(F)F)N(C(=O)N([C@H]1CN(C[C@@H]1C1=CC=C(C=C1)F)C(=O)OC(C)(C)C)C)C)(F)F (tert-butyl (3R,4S)-3-[{[3,5-bis(trifluoromethyl)phenyl](methyl)carbamoyl}(methyl)amino]-4-(4-fluorophenyl)pyrrolidine-1-carboxylate), Cl.CC(C)O (hydrogen chloride 2-propanol). Conditions: temperature 50 celsius, time 2 hour. Procedure details: To the compound (0.30 g) obtained in Example 139 was added 2N hydrogen chloride/2-propanol (5 mL), and the mixture was stirred at 50° C. for 2 hr. The reaction mixture was concentrated under reduced pressure to give the title compound (0.23 g, 87%) as a white powder. Yield: 87.0%. The reactants are C1CC[Si](C1)(Cl)Cl (cyclotetramethylenedichlorosilane), NC(=O)N (urea), ice, C(CO)(=O)OCC1=CC=CC=C1 (benzyl glycolate). Run in C1CCOC1 (THF). Reaction conditions: temperature 0 celsius, time 1 hour. Yields the product Cl[Si]1(CCCC1)OCC(=O)OCC1=CC=CC=C1 (benzyl 2-((1-chlorosilolan-1-yl)oxy)acetate). As a reaction SMILES: [CH2:1]1[CH2:5][Si:4]([Cl:7])(Cl)[CH2:3][CH2:2]1.NC(N)=O.[C:12]([O:16][CH2:17][C:18]1[CH:23]=[CH:22][CH:21]=[CH:20][CH:19]=1)(=[O:15])[CH2:13][OH:14]>C1COCC1>[Cl:7][Si:4]1([O:14][CH2:13][C:12]([O:16][CH2:17][C:18]2[CH:23]=[CH:22][CH:21]=[CH:20][CH:19]=2)=[O:15])[CH2:5][CH2:1][CH2:2][CH2:3]1. Procedure details: To a solution of cyclotetramethylenedichlorosilane (0.5 mL; 3.82 mMol) in dry THF (5 mL) was added urea (0.275 g; 4.58 mmol). The mixture was then cooled to 0° C. and benzyl glycolate (0.54 mL; 3.82 mmol) was then added dropwise over a 7 minute span. The mixture was then taken off the ice bath and allowed to stir at room temperature for 1 hour. The biphasic mixture was then concentrated under high vacuum and diluted with chloroform. The aqueous layer was then soaked up with excess Na2SO4 and the... Starting materials: O=C([O-])O, ClC(Cl)(Cl)Cl, C=C(C)C(C(=O)OC(c1ccccc1)c1ccccc1)N1C(=O)C2N=C(Cc3ccccc3)OC21, CCOC(C)=O, CC(C)=O, Cl, Cl, [Na+], [Na+], [Na+], O=S([O-])([O-])=S. The product is C=C(CCl)C(C(=O)OC(c1ccccc1)c1ccccc1)N1C(=O)C2N=C(Cc3ccccc3)OC21. Reaction SMILES: [C:45](=[O:46])([O-:47])[OH:48].[C:56]([Cl:57])([Cl:58])([Cl:59])[Cl:60].[CH2:1]([c:2]1[cH:3][cH:4][cH:5][cH:6][cH:7]1)[C:8]1=[N:9][CH:10]2[C:11](=[O:35])[N:12]([CH:15]([C:16](=[O:17])[O:18][CH:19]([c:20]3[cH:21][cH:22][cH:23][cH:24][cH:25]3)[c:26]3[cH:27][cH:28][cH:29][cH:30][cH:31]3)[C:32](=[CH2:33])[CH3:34])[CH:13]2[O:14]1.[CH3:50][CH2:51][O:52][C:53](=[O:54])[CH3:55].[CH3:61][C:62](=[O:63])[CH3:64].[Cl:37].[ClH:36].[Na+:43].[Na+:44].[Na+:49].[S:38]([O-:39])([O-:40])(=[O:41])=[S:42]>>[CH2:1]([c:2]1[cH:3][cH:4][cH:5][cH:6][cH:7]1)[C:8]1=[N:9][CH:10]2[C:11](=[O:35])[N:12]([CH:15]([C:16](=[O:17])[O:18][CH:19]([c:20]3[cH:21][cH:22][cH:23][cH:24][cH:25]3)[c:26]3[cH:27][cH:28][cH:29][cH:30][cH:31]3)[C:32](=[CH2:33])[CH2:34][Cl:36])[CH:13]2[O:14]1.